Task: describe an organic reaction: reactants, conditions, products, and yield. Dataset: the Open Reaction Database (ORD), a public repository of structured organic reaction records Reactants: COC(=O)c1cc2c(cc1Br)C(N(C(=O)Nc1ccc(OC(F)(F)F)cc1)C1CCC(C(C)(C)C)CC1)CCO2, [Li+], Nc1nnn[nH]1, [OH-]. Yields the product CC(C)(C)C1CCC(N(C(=O)Nc2ccc(OC(F)(F)F)cc2)C2CCOc3cc(C(=O)Nc4nnn[nH]4)c(Br)cc32)CC1. RXN SMILES: [Br:1][c:2]1[cH:3][c:4]2[c:9]([cH:10][c:11]1[C:12](=[O:13])[O:14][CH3:15])[O:8][CH2:7][CH2:6][CH:5]2[N:16]([C:17](=[O:18])[NH:19][c:20]1[cH:21][cH:22][c:23]([O:26][C:27]([F:28])([F:29])[F:30])[cH:24][cH:25]1)[CH:31]1[CH2:32][CH2:33][CH:34]([C:37]([CH3:38])([CH3:39])[CH3:40])[CH2:35][CH2:36]1.[Li+:42].[NH2:43][c:44]1[n:45][n:46][n:47][nH:48]1.[OH-:41]>>[Br:1][c:2]1[cH:3][c:4]2[c:9]([cH:10][c:11]1[C:12](=[O:13])[NH:43][c:44]1[n:45][n:46][n:47][nH:48]1)[O:8][CH2:7][CH2:6][CH:5]2[N:16]([C:17](=[O:18])[NH:19][c:20]1[cH:21][cH:22][c:23]([O:26][C:27]([F:28])([F:29])[F:30])[cH:24][cH:25]1)[CH:31]1[CH2:32][CH2:33][CH:34]([C:37]([CH3:38])([CH3:39])[CH3:40])[CH2:35][CH2:36]1. Starting materials: CC1=C(C=CC(=C1)C)N1CCN(CC1)CCN (4-(2,4-dimethylphenyl)piperazin-1-ylethylamine), ClC1=CC=C(C=C1)C1=CC(=NN1C(C)(C)C)C=O (5-(4-chlorophenyl)-1-t-butyl pyrazole-3-carbaldehyde). Product: C(C)(C)(C)N1N=C(C=C1C1=CC=C(C=C1)Cl)CNCCN1CCN(CC1)C1=C(C=C(C=C1)C)C (1-t-butyl-5-(4-chlorophenyl)-3-{2-[4-(2,4-dimethylphenyl)piperazin-1-yl]-ethyl}aminomethylpyrazole). The yield is 60.3%. Reaction SMILES: [CH3:1][C:2]1[CH:7]=[C:6]([CH3:8])[CH:5]=[CH:4][C:3]=1[N:9]1[CH2:14][CH2:13][N:12]([CH2:15][CH2:16][NH2:17])[CH2:11][CH2:10]1.[Cl:18][C:19]1[CH:24]=[CH:23][C:22]([C:25]2[N:29]([C:30]([CH3:33])([CH3:32])[CH3:31])[N:28]=[C:27]([CH:34]=O)[CH:26]=2)=[CH:21][CH:20]=1>>[C:30]([N:29]1[C:25]([C:22]2[CH:21]=[CH:20][C:19]([Cl:18])=[CH:24][CH:23]=2)=[CH:26][C:27]([CH2:34][NH:17][CH2:16][CH2:15][N:12]2[CH2:13][CH2:14][N:9]([C:3]3[CH:4]=[CH:5][C:6]([CH3:8])=[CH:7][C:2]=3[CH3:1])[CH2:10][CH2:11]2)=[N:28]1)([CH3:33])([CH3:32])[CH3:31]. Reported procedure: Compound 33 was prepared using the same method as that of Example 1 except that 4-(2,4-dimethylphenyl)piperazin-1-ylethylamine and 5-(4-chlorophenyl)-1-t-butyl pyrazole-3-carbaldehyde were used. Starting materials: BrCc1ccccc1, O=C([O-])[O-], [Cs+], [Cs+], CC(C)(C)OC(=O)NC(c1nc(-c2cc(F)ccc2F)n[nH]1)C(C)(C)C, CN(C)C=O. The product is CC(C)(C)OC(=O)NC(c1nc(-c2cc(F)ccc2F)nn1Cc1ccccc1)C(C)(C)C. Reaction SMILES: [Br:33][CH2:34][c:35]1[cH:36][cH:37][cH:38][cH:39][cH:40]1.[C:27](=[O:28])([O-:29])[O-:30].[Cs+:31].[Cs+:32].[F:1][c:2]1[c:3](-[c:9]2[n:10][nH:11][c:12]([CH:14]([C:15]([CH3:16])([CH3:17])[CH3:18])[NH:19][C:20]([O:21][C:22]([CH3:23])([CH3:24])[CH3:25])=[O:26])[n:13]2)[cH:4][c:5]([F:8])[cH:6][cH:7]1.[O:41]=[CH:42][N:43]([CH3:44])[CH3:45]>>[F:1][c:2]1[c:3](-[c:9]2[n:10][n:11]([CH2:34][c:35]3[cH:36][cH:37][cH:38][cH:39][cH:40]3)[c:12]([CH:14]([C:15]([CH3:16])([CH3:17])[CH3:18])[NH:19][C:20]([O:21][C:22]([CH3:23])([CH3:24])[CH3:25])=[O:26])[n:13]2)[cH:4][c:5]([F:8])[cH:6][cH:7]1. Reactants: C(C)(=O)[O-].[K+] (potassium acetate), ClC1=C(C=C(N=N1)N1CCC(CC1)N1C(NC2=C(CC1)C=C(C=C2)OC)=O)C(=O)C2=CC1=C(N(C(O1)=O)C)C(=C2)C (3-{1-[6-chloro-5-(3,4-dimethyl-2-oxo-2,3-dihydro-benzoxazole-6-carbonyl)-pyridazin-3-yl]-piperidin-4-yl}-7-methoxy-1,3,4,5-tetrahydro-benzo[d][1,3]diazepin-2-one). Solvent: C(C)(=O)O (acetic acid). Conditions: time 16 hour. Yields the product CN1C(OC2=C1C(=CC(=C2)C(=O)C2=CC(=NNC2=O)N2CCC(CC2)N2C(NC1=C(CC2)C=C(C=C1)OC)=O)C)=O (3-{1-[5-(3,4-dimethyl-2-oxo-2,3-dihydro-benzoxazole-6-carbonyl)-6-oxo-1,6-dihydro-pyridazin-3-yl]-piperidin-4-yl}-7-methoxy-1,3,4,5-tetrahydro-benzo[d][1,3]diazepin-2-one). As a reaction SMILES: C([O-])(=[O:3])C.[K+].Cl[C:7]1[N:12]=[N:11][C:10]([N:13]2[CH2:18][CH2:17][CH:16]([N:19]3[CH2:25][CH2:24][C:23]4[CH:26]=[C:27]([O:30][CH3:31])[CH:28]=[CH:29][C:22]=4[NH:21][C:20]3=[O:32])[CH2:15][CH2:14]2)=[CH:9][C:8]=1[C:33]([C:35]1[CH:45]=[C:44]([CH3:46])[C:38]2[N:39]([CH3:43])[C:40](=[O:42])[O:41][C:37]=2[CH:36]=1)=[O:34]>C(O)(=O)C>[CH3:43][N:39]1[C:38]2[C:44]([CH3:46])=[CH:45][C:35]([C:33]([C:8]3[C:7](=[O:3])[NH:12][N:11]=[C:10]([N:13]4[CH2:14][CH2:15][CH:16]([N:19]5[CH2:25][CH2:24][C:23]6[CH:26]=[C:27]([O:30][CH3:31])[CH:28]=[CH:29][C:22]=6[NH:21][C:20]5=[O:32])[CH2:17][CH2:18]4)[CH:9]=3)=[O:34])=[CH:36][C:37]=2[O:41][C:40]1=[O:42] |f:0.1|. Reported procedure: 0.10 g (1.02 mmol) potassium acetate were added to 0.13 g (0.20 mmol) 3-{1-[6-chloro-5-(3,4-dimethyl-2-oxo-2,3-dihydro-benzoxazole-6-carbonyl)-pyridazin-3-yl]-piperidin-4-yl}-7-methoxy-1,3,4,5-tetrahydro-benzo[d][1,3]diazepin-2-one (mixture) in 2 mL acetic acid and the mixture was boiled for 16 h under a nitrogen atmosphere. Then the reaction mixture was purified by preparative HPLC-MS. The fractions containing the product were combined and freeze-dried. Starting materials: FC1=C(C=CC=C1F)CN ((2,3-difluorophenyl)methanamine), ClC1=NC(N2C(N(CCC2)C)=C1)=O (8-chloro-1-methyl-3,4-dihydro-1H-pyrimido[1,6-a]pyrimidin-6(2H)-one). Product: FC1=C(CNC2=NC(N3C(N(CCC3)C)=C2)=O)C=CC=C1F (8-(2,3-Difluoro-benzylamino)-1-methyl-1,2,3,4-tetrahydro-pyrimido[1,6-a]pyrimidin-6-one). Reaction SMILES: [F:1][C:2]1[C:7]([F:8])=[CH:6][CH:5]=[CH:4][C:3]=1[CH2:9][NH2:10].Cl[C:12]1[CH:22]=[C:16]2[N:17]([CH3:21])[CH2:18][CH2:19][CH2:20][N:15]2[C:14](=[O:23])[N:13]=1>>[F:1][C:2]1[C:7]([F:8])=[CH:6][CH:5]=[CH:4][C:3]=1[CH2:9][NH:10][C:12]1[CH:22]=[C:16]2[N:17]([CH3:21])[CH2:18][CH2:19][CH2:20][N:15]2[C:14](=[O:23])[N:13]=1. Procedure details: The title compound or its salt was prepared by a procedure similar to that described for E59 starting from (2,3-difluorophenyl)methanamine and 8-chloro-1-methyl-3,4-dihydro-1H-pyrimido[1,6-a]pyrimidin-6(2H)-one. As a reaction SMILES: [C-:1]#[N:2].[CH2:4]([CH3:5])[CH:6]([CH2:7][Br:8])[CH2:9][CH2:10][CH2:11][CH3:12].[K+:3].[O:13]=[CH:14][N:15]([CH3:16])[CH3:17]>>[C:1](#[N:2])[CH2:7][CH:6]([CH2:4][CH3:5])[CH2:9][CH2:10][CH2:11][CH3:12]. Reactants: [C-]#N, CCCCC(CC)CBr, [K+], CN(C)C=O. Product: CCCCC(CC)CC#N. Reactants: CS(=O)(=O)OCCCC1=CC=C(C=C1)OCC1=CC=CC=C1 (3-[p-(Benzyloxy)phenyl]propanol O-Methanesulfonate), O (water), CN(P(=O)(N(C)C)N(C)C)C (hexamethylphosphoramide), NC1=CC=C(C(=O)OCC)C=C1 (ethyl p-aminobenzoate). Run in C(C)O (ethanol). The product is C(C1=CC=CC=C1)OC1=CC=C(C=C1)CCCNC1=CC=C(C(=O)OCC)C=C1 (Ethyl p-{{3-[p-(Benzyloxy)phenyl]propyl}amino}benzoate). RXN SMILES: CS(O[CH2:6][CH2:7][CH2:8][C:9]1[CH:14]=[CH:13][C:12]([O:15][CH2:16][C:17]2[CH:22]=[CH:21][CH:20]=[CH:19][CH:18]=2)=[CH:11][CH:10]=1)(=O)=O.CN(C)P(N(C)C)(N(C)C)=O.[NH2:34][C:35]1[CH:45]=[CH:44][C:38]([C:39]([O:41][CH2:42][CH3:43])=[O:40])=[CH:37][CH:36]=1.O>C(O)C>[CH2:16]([O:15][C:12]1[CH:13]=[CH:14][C:9]([CH2:8][CH2:7][CH2:6][NH:34][C:35]2[CH:36]=[CH:37][C:38]([C:39]([O:41][CH2:42][CH3:43])=[O:40])=[CH:44][CH:45]=2)=[CH:10][CH:11]=1)[C:17]1[CH:22]=[CH:21][CH:20]=[CH:19][CH:18]=1. Procedure details: A mixture of 12.8 g. of 3-[p-(benzyloxy)phenyl]propanol O-methanesulfonate (prepared as described in Example 43), 50 ml. of hexamethylphosphoramide and 16.5 g. of ethyl p-aminobenzoate is heated at 100°-105° C. for 17.5 hours. The mixture is chilled, diluted with 15 ml. of water, 30 ml. of ethanol and chilled. In order to filter, 100 ml. of ethanol-water (1:1) is added and the solid filtered and washed with ethanol-water (1:1) and with water to give tan crystals, m.p. 98°-107° C. Recrystallizati...